This data is from the Open Reaction Database (ORD), a public repository of structured organic reaction records. The task is: describe an organic reaction: reactants, conditions, products, and yield The reactants are ClC1=CC=C(C=C1)NC(C(C)(C)C)=O (N-(4-chlorophenyl)-2,2-dimethylpropionamide), [Li]CCCC (n-BuLi), FC(C(=O)N1C=NC=C1)(F)F (1-(trifluoroacetyl)imidazole), [Cl-].[NH4+] (ammonium chloride), [OH-].[NH4+] (ammonium hydroxide). As a reaction SMILES: [Cl:1][C:2]1[CH:7]=[CH:6][C:5]([NH:8]C(=O)C(C)(C)C)=[CH:4][CH:3]=1.[Li]CCCC.[F:20][C:21]([F:30])([F:29])[C:22](N1C=CN=C1)=[O:23].[Cl-].[NH4+].[OH-].[NH4+]>C1COCC1.CCCCCC.Cl.C(OCC)(=O)C>[NH2:8][C:5]1[CH:4]=[CH:3][C:2]([Cl:1])=[CH:7][C:6]=1[C:22](=[O:23])[C:21]([F:30])([F:29])[F:20] |f:3.4,5.6|. Procedure: To a solution of N-(4-chlorophenyl)-2,2-dimethylpropionamide (6.7 g, 30 mmol) in anhydrous THF (100 mL) under nitrogen at 0° C. was added a solution of n-BuLi (2.5M, 30 mL, 70 mmol) in hexane in a dropwise fashion. After addition, the solution was kept stirring at 0° C. for 40 minutes and treated with a solution of 1-(trifluoroacetyl)imidazole (9 mL, 78 mmol) in anhydrous THF (10 mL). The reaction mixture was warmed to ambient temperature and kept for 18 hours. To the reaction solution was added... Reaction conditions: temperature 0 celsius, time 40 minute. Solvent: C1CCOC1 (THF), CCCCCC (hexane), C(C)(=O)OCC (ethyl acetate), C1CCOC1 (THF), Cl (hydrochloride). The yield is 14.9%. The product is NC1=C(C=C(C=C1)Cl)C(C(F)(F)F)=O (1-(2-Amino-5-chloro-phenyl)-2,2,2-trifluoro-ethanone). Starting materials: BrC1=CC=C(C=C1)C1OCC(CO1)CCCCCCCC (2-(4'-Bromophenyl)-5-n-octyl-1,3-dioxane), FC1=C(C=CC=C1F)B(O)O (2,3-Difluorophenylboronic acid). Reagents/catalysts: C=1C=CC(=CC1)[P](C=2C=CC=CC2)(C=3C=CC=CC3)[Pd]([P](C=4C=CC=CC4)(C=5C=CC=CC5)C=6C=CC=CC6)([P](C=7C=CC=CC7)(C=8C=CC=CC8)C=9C=CC=CC9)[P](C=1C=CC=CC1)(C=1C=CC=CC1)C=1C=CC=CC1 (tetrakis(triphenylphosphine)palladium(0)). The solvent is C([O-])([O-])=O.[Na+].[Na+] (sodium carbonate). Yields the product FC1=C(C=CC=C1F)C1=CC=C(C=C1)C1OCC(CO1)CCCCCCCC (2-(2,3-Difluorobiphenyl-4'-yl)-5-octyl-1,3-dioxane). RXN SMILES: Br[C:2]1[CH:7]=[CH:6][C:5]([CH:8]2[O:13][CH2:12][CH:11]([CH2:14][CH2:15][CH2:16][CH2:17][CH2:18][CH2:19][CH2:20][CH3:21])[CH2:10][O:9]2)=[CH:4][CH:3]=1.[F:22][C:23]1[C:28]([F:29])=[CH:27][CH:26]=[CH:25][C:24]=1B(O)O>C1C=CC([P]([Pd]([P](C2C=CC=CC=2)(C2C=CC=CC=2)C2C=CC=CC=2)([P](C2C=CC=CC=2)(C2C=CC=CC=2)C2C=CC=CC=2)[P](C2C=CC=CC=2)(C2C=CC=CC=2)C2C=CC=CC=2)(C2C=CC=CC=2)C2C=CC=CC=2)=CC=1.C(=O)([O-])[O-].[Na+].[Na+]>[F:22][C:23]1[C:28]([F:29])=[CH:27][CH:26]=[CH:25][C:24]=1[C:2]1[CH:7]=[CH:6][C:5]([CH:8]2[O:13][CH2:12][CH:11]([CH2:14][CH2:15][CH2:16][CH2:17][CH2:18][CH2:19][CH2:20][CH3:21])[CH2:10][O:9]2)=[CH:4][CH:3]=1 |f:3.4.5,^1:36,38,57,76|. Reported procedure: Quantities: compound from Example 14 (10.7 g, 30 mmol), compound from Example 36 (5.5 g, 35 mmol), tetrakis(triphenylphosphine)palladium(0) (1.04 mg, 0.9 mmol) and aqueous sodium carbonate (30 cm3, 2M). The experimental procedure was as described in Example 63. The reactants are C(C1=CC=CC=C1)(=O)C1=CC=C(C(=O)N2CC3=C(CC2)C=C(O3)C(=O)OC)C=C1 (methyl 6-(4-benzoylbenzoyl)-4,5,6,7-tetrahydrofuro[2,3-c]pyridine-2-carboxylate), Cl (hydrochloric acid). Solvent: O1CCCC1 (tetrahydrofuran), [OH-].[Na+] (sodium hydroxide). Run at time 1 day. The product is C(C1=CC=CC=C1)(=O)C1=CC=C(C(=O)N2CC3=C(CC2)C=C(O3)C(=O)O)C=C1 (6-(4-benzoylbenzoyl)-4,5,6,7-tetrahydrofuro[2,3-c]pyridine-2-carboxylic acid). RXN SMILES: [C:1]([C:9]1[CH:29]=[CH:28][C:12]([C:13]([N:15]2[CH2:20][CH2:19][C:18]3[CH:21]=[C:22]([C:24]([O:26]C)=[O:25])[O:23][C:17]=3[CH2:16]2)=[O:14])=[CH:11][CH:10]=1)(=[O:8])[C:2]1[CH:7]=[CH:6][CH:5]=[CH:4][CH:3]=1.Cl>O1CCCC1.[OH-].[Na+]>[C:1]([C:9]1[CH:10]=[CH:11][C:12]([C:13]([N:15]2[CH2:20][CH2:19][C:18]3[CH:21]=[C:22]([C:24]([OH:26])=[O:25])[O:23][C:17]=3[CH2:16]2)=[O:14])=[CH:28][CH:29]=1)(=[O:8])[C:2]1[CH:7]=[CH:6][CH:5]=[CH:4][CH:3]=1 |f:3.4|. Procedure details: To a solution of 126 mg (0.324 mmol) of methyl 6-(4-benzoylbenzoyl)-4,5,6,7-tetrahydrofuro[2,3-c]pyridine-2-carboxylate in 10 ml of tetrahydrofuran, 1 ml of 2 N aqueous sodium hydroxide was added, followed by stirring at room temperature for 1 day. The reaction mixture was acidified with 10 ml of 1 N hydrochloric acid and extracted with diethyl ether 3 times. The combined organic layer was dried over anhydrous magnesium sulfate; the solvent was distilled off under reduced pressure. The resulting... Starting materials: CCOC(=O)Cn1c(=O)c(=O)[nH]c2cc([N+](=O)[O-])c(-n3cccc3)cc21, [Li+], C1CCOC1, [OH-], O. The product is O=C(O)Cn1c(=O)c(=O)[nH]c2cc([N+](=O)[O-])c(-n3cccc3)cc21. Reaction SMILES: [CH2:1]([CH3:2])[O:3][C:4](=[O:5])[CH2:6][n:7]1[c:8](=[O:26])[c:9](=[O:25])[nH:10][c:11]2[cH:12][c:13]([N+:22](=[O:23])[O-:24])[c:14](-[n:17]3[cH:18][cH:19][cH:20][cH:21]3)[cH:15][c:16]12.[Li+:27].[O:29]1[CH2:30][CH2:31][CH2:32][CH2:33]1.[OH-:28].[OH2:34]>>[O:3]=[C:4]([OH:5])[CH2:6][n:7]1[c:8](=[O:26])[c:9](=[O:25])[nH:10][c:11]2[cH:12][c:13]([N+:22](=[O:23])[O-:24])[c:14](-[n:17]3[cH:18][cH:19][cH:20][cH:21]3)[cH:15][c:16]12. The reactants are [BH4-], CCO, CC(C)=O, Cn1c(C=O)cnc1[N+](=O)[O-], Cl, [Na+]. The product is Cn1c(CO)cnc1[N+](=O)[O-]. As a reaction SMILES: [BH4-:15].[CH3:12][CH2:13][OH:14].[CH3:18][C:19](=[O:20])[CH3:21].[CH3:1][n:2]1[c:3]([N+:9](=[O:10])[O-:11])[n:4][cH:5][c:6]1[CH:7]=[O:8].[ClH:17].[Na+:16]>>[CH3:1][n:2]1[c:3]([N+:9](=[O:10])[O-:11])[n:4][cH:5][c:6]1[CH2:7][OH:8]. Reaction SMILES: [NH2:1][CH2:2][C@H:3]1[C@H:9]([C:10]2[CH:15]=[CH:14][C:13]([Cl:16])=[C:12]([F:17])[CH:11]=2)[O:8][CH2:7][CH2:6][N:5]([C:18]([O:20][C:21]([CH3:24])([CH3:23])[CH3:22])=[O:19])[CH2:4]1.Cl[C:26]1[O:27][C:28]2[CH:34]=[CH:33][CH:32]=[CH:31][C:29]=2[N:30]=1.C(N(C(C)C)C(C)C)C>CN(C=O)C>[O:27]1[C:28]2[CH:34]=[CH:33][CH:32]=[CH:31][C:29]=2[N:30]=[C:26]1[NH:1][CH2:2][C@H:3]1[C@H:9]([C:10]2[CH:15]=[CH:14][C:13]([Cl:16])=[C:12]([F:17])[CH:11]=2)[O:8][CH2:7][CH2:6][N:5]([C:18]([O:20][C:21]([CH3:24])([CH3:23])[CH3:22])=[O:19])[CH2:4]1. Procedure details: To a solution of tert-butyl (6R,7R)-6-(aminomethyl)-7-(4-chloro-3-fluorophenyl)-1,4-oxazepane-4-carboxylate (150 mg) and 2-chlorobenzoxazole (0.0573 ml) in DMF (1.4 mL) was added ethyldiisopropylamine (0.183 ml), and the mixture was stirred at 60° C. for 4 hr. To the reaction mixture was added distilled water, and the mixture was extracted with ethyl acetate. The extract was washed with distilled water and brine, and dried over anhydrous sodium sulfate, and the solvent was evaporated under reduc... Solvent: CN(C)C=O (DMF). The product is O1C(=NC2=C1C=CC=C2)NC[C@@H]2CN(CCO[C@H]2C2=CC(=C(C=C2)Cl)F)C(=O)OC(C)(C)C (tert-butyl (6R,7R)-6-[(1,3-benzoxazol-2-ylamino)methyl]-7-(4-chloro-3-fluorophenyl)-1,4-oxazepane-4-carboxylate). Reaction conditions: temperature 60 celsius, time 4 hour. Starting materials: NC[C@@H]1CN(CCO[C@H]1C1=CC(=C(C=C1)Cl)F)C(=O)OC(C)(C)C (tert-butyl (6R,7R)-6-(aminomethyl)-7-(4-chloro-3-fluorophenyl)-1,4-oxazepane-4-carboxylate), ClC=1OC2=C(N1)C=CC=C2 (2-chlorobenzoxazole), C(C)N(C(C)C)C(C)C (ethyldiisopropylamine). Starting materials: [Br-], Br, CC(=O)O, Nc1c(Cl)cc(C(F)(F)F)cc1Cl, O=NOS(=O)(=O)O, O=N[O-], [Na+], O, O=S(=O)(O)O. The product is FC(F)(F)c1cc(Cl)c(Br)c(Cl)c1. RXN SMILES: [Br-:30].[BrH:31].[CH3:32][C:33](=[O:34])[OH:35].[Cl:17][c:18]1[c:19]([NH2:20])[c:21]([Cl:29])[cH:22][c:23]([C:25]([F:26])([F:27])[F:28])[cH:24]1.[N:1]([O:2][S:3](=[O:4])(=[O:5])[OH:6])=[O:7].[N:8]([O-:9])=[O:10].[Na+:11].[OH2:36].[S:12](=[O:13])(=[O:14])([OH:15])[OH:16]>>[Cl:17][c:18]1[c:19]([Br:30])[c:21]([Cl:29])[cH:22][c:23]([C:25]([F:26])([F:27])[F:28])[cH:24]1. The reactants are C1(CCCC1)N1CCN(CC1)C(=O)C=1C=C2C=C(NC2=CC1)C(=O)O (5-(4-cyclopentyl-piperazine-1-carbonyl)-1H-indole-2-carboxylic acid), Cl (hydrochloride), F[B-](F)(F)F.N1(N=NC2=C1C=CC=C2)OC(=[N+](C)C)N(C)C (O-(benzotriazol-1-yl)-N,N,N′,N′-tetramethyluronium tetrafluoroborate), CC1CCNCC1 (4-methyl piperidine), C(C)(C)N(C(C)C)CC (N,N-diisopropylethylamine). Solvent: CN(C=O)C (N,N-dimethyl-formamide). Yields the product C1(CCCC1)N1CCN(CC1)C(=O)C=1C=C2C=C(NC2=CC1)C(=O)N1CCC(CC1)C ([5-(4-Cyclopentyl-piperazine-1-carbonyl)-1H-indol-2-yl]-(4-methyl-piperidin-1-yl)-methanone). As a reaction SMILES: [CH:1]1([N:6]2[CH2:11][CH2:10][N:9]([C:12]([C:14]3[CH:15]=[C:16]4[C:20](=[CH:21][CH:22]=3)[NH:19][C:18]([C:23]([OH:25])=O)=[CH:17]4)=[O:13])[CH2:8][CH2:7]2)[CH2:5][CH2:4][CH2:3][CH2:2]1.Cl.F[B-](F)(F)F.N1(OC(N(C)C)=[N+](C)C)C2C=CC=CC=2N=N1.[CH3:49][CH:50]1[CH2:55][CH2:54][NH:53][CH2:52][CH2:51]1.C(N(CC)C(C)C)(C)C>CN(C)C=O>[CH:1]1([N:6]2[CH2:7][CH2:8][N:9]([C:12]([C:14]3[CH:15]=[C:16]4[C:20](=[CH:21][CH:22]=3)[NH:19][C:18]([C:23]([N:53]3[CH2:54][CH2:55][CH:50]([CH3:49])[CH2:51][CH2:52]3)=[O:25])=[CH:17]4)=[O:13])[CH2:10][CH2:11]2)[CH2:5][CH2:4][CH2:3][CH2:2]1 |f:2.3|. Reported procedure: The title compound was synthesized in analogy to example 1, from 5-(4-cyclopentyl-piperazine-1-carbonyl)-1H-indole-2-carboxylic acid 1:1 hydrochloride, O-(benzotriazol-1-yl)-N,N,N′,N′-tetramethyluronium tetrafluoroborate (commercially available), 4-methyl piperidine (commercially available) and N,N-diisopropylethylamine in N,N-dimethyl-formamide to give the desired product after purification by preparative HPLC on reversed phase eluting with a gradient formed from acetonitrile/water/formic acid.